This data is from the Open Reaction Database (ORD), a public repository of structured organic reaction records. The task is: describe an organic reaction: reactants, conditions, products, and yield Starting materials: O1COC2=C1C=CC(=C2)C2=CC(=NC(=C2)C)OS(=O)(=O)C(F)(F)F (trifluoro-methanesulfonic acid 4-benzo[1,3]dioxol-5-yl-6-methyl-pyridin-2-yl ester), BrC=1C=C(C=CC1)B(O)O (3-bromobenzeneboronic acid). The product is O1COC2=C1C=CC(=C2)C2=CC(=NC(=C2)C)C2=CC(=CC=C2)Br (4-Benzo[1,3]dioxol-5-yl-2-(3-bromo-phenyl)-6-methyl-pyridine), gum. The yield is 39.0%. RXN SMILES: [O:1]1[C:5]2[CH:6]=[CH:7][C:8]([C:10]3[CH:15]=[C:14]([CH3:16])[N:13]=[C:12](OS(C(F)(F)F)(=O)=O)[CH:11]=3)=[CH:9][C:4]=2[O:3][CH2:2]1.[Br:25][C:26]1[CH:27]=[C:28](B(O)O)[CH:29]=[CH:30][CH:31]=1>>[O:1]1[C:5]2[CH:6]=[CH:7][C:8]([C:10]3[CH:15]=[C:14]([CH3:16])[N:13]=[C:12]([C:30]4[CH:29]=[CH:28][CH:27]=[C:26]([Br:25])[CH:31]=4)[CH:11]=3)=[CH:9][C:4]=2[O:3][CH2:2]1. Procedure: The title compound was prepared from trifluoro-methanesulfonic acid 4-benzo[1,3]dioxol-5-yl-6-methyl-pyridin-2-yl ester (example A.56) (1.1 g, 3.04 mmol) and commercially available 3-bromobenzeneboronic acid (0.611 g, 3.04 mmol) according to the general procedure IVb. Obtained as a colorless gum (0.44 g, 39%). MS (ISP) 368.0 [(M+H)+] and 370.0 [(M+2+H)+]. Starting materials: COC(=O)C1=NC=CN=C1Br (3-bromo-pyrazine-2-carboxylic acid methyl ester), ClC1=CC=C(N)C=C1 (4-chloroaniline). Run in C(C)(=O)OCC (ethyl acetate). Reaction conditions: time 4 day. Yields the product COC(=O)C1=NC=CN=C1NC1=CC=C(C=C1)Cl (3-(4-chlorophenylamino)-pyrazine-2-carboxylic acid methyl ester). As a reaction SMILES: [CH3:1][O:2][C:3]([C:5]1[C:10](Br)=[N:9][CH:8]=[CH:7][N:6]=1)=[O:4].[Cl:12][C:13]1[CH:19]=[CH:18][C:16]([NH2:17])=[CH:15][CH:14]=1>C(OCC)(=O)C>[CH3:1][O:2][C:3]([C:5]1[C:10]([NH:17][C:16]2[CH:18]=[CH:19][C:13]([Cl:12])=[CH:14][CH:15]=2)=[N:9][CH:8]=[CH:7][N:6]=1)=[O:4]. Reported procedure: A mixture of 21.7 g 3-bromo-pyrazine-2-carboxylic acid methyl ester and 25.5 g 4-chloroaniline in 150 ml ethyl acetate is boiled 4 days at reflux. The solution is washed with 4 N hydrochloric acid, water and then with 2 N sodium carbonate. The organic phase is dried over sodium sulphate and evaporated to give the heading compound (recrystallised from isopropanol) m.p. 135°-136°. The reactants are CC(=O)c1ccsc1, C1CCCCC1, C1COCCN1, [Cl-], [Cl-], [Cl-], [Cl-], [Ti+4]. Product: C=C(c1ccsc1)N1CCOCC1. RXN SMILES: [C:1]([CH3:2])(=[O:3])[c:4]1[cH:5][s:6][cH:7][cH:8]1.[CH2:15]1[CH2:16][CH2:17][CH2:18][CH2:19][CH2:20]1.[CH2:9]1[CH2:10][O:11][CH2:12][CH2:13][NH:14]1.[Cl-:21].[Cl-:22].[Cl-:23].[Cl-:24].[Ti+4:25]>>[C:1](=[CH2:2])([c:4]1[cH:5][s:6][cH:7][cH:8]1)[N:14]1[CH2:9][CH2:10][O:11][CH2:12][CH2:13]1. Reactants: [OH-].[Na+] (NaOH), O1C(CC2C(CSSCC3C(CC4CO4)S3)S2)C1 (2,3-epoxypropyl(2,3-epithiopropyl)disulfide), ClCC(CSSCC(CCl)O)O (bis(3-chloro-2-hydroxypropyl)disulfide), NC(=S)N (thiourea), C(C)(=O)OC(C)=O (acetic anhydride). Solvent: CO (methanol), C1(=CC=CC=C1)C (toluene), C1(=CC=CC=C1)C (toluene). Reaction conditions: temperature 36 celsius, time 30 minute. Product: S1C(CSSCC2CS2)C1 (bis(2,3-epithiopropyl)disulfide). Reaction SMILES: ClCC(O)CSSCC(O)CCl.[OH-].[Na+].NC(N)=S.C(OC(=O)C)(=O)C.O1CC1C[CH:29]1[S:42][CH:30]1[CH2:31][S:32][S:33][CH2:34][CH:35]1[S:41][CH:36]1CC1OC1>C1(C)C=CC=CC=1.CO>[S:41]1[CH2:36][CH:35]1[CH2:34][S:33][S:32][CH2:31][CH:30]1[S:42][CH2:29]1 |f:1.2|. Procedure details: 1229.34 g (4.89 mol) of bis(3-chloro-2-hydroxypropyl)disulfide, 1300 g of toluene, and 800 g of methanol were put into a 10-liter reactor. The reaction temperature was adjusted to 30° C. with stirring. When the reaction temperature reached 25° C., NaOH (50% aq., 783.08 g, 9.78 mol) was added dropwise within 1 h. The reaction was carried out while maintaining a temperature of 35-37° C. After standing at 37° C. for about 30 min, 2000 g of toluene was added to the reaction mixture, followed by stir... The reactants are C(C(=O)Cl)(=O)Cl (oxalyl chloride), C(C)(=O)Cl (acetyl chloride), C(C)(C)N(C(C)C)CC (N,N-diisopropylethylamine), C1(=CC=CC=C1)[C@H]1NC(OC1)=O ((R)-(−)-4-phenyl-2-oxazolidinone), two. The reagents and catalysts are CN(C=O)C (dimethylformamide), CN(C)C1=NC=CC=C1 (dimethylaminopyridine). Reaction conditions: time 2 hour. The product is CC(CC(C(=O)O)O)(C)C ((±)-4,4-Dimethyl-2-hydroxypentanoic Acid), ( h ). Isolated yield 47.0%. As a reaction SMILES: [C:1](Cl)(=[O:3])[CH3:2].[C:5](Cl)(=O)C(Cl)=O.C(N(CC)[CH:15]([CH3:17])[CH3:16])(C)C.C1([C@@H]2C[O:29][C:28](=[O:31])N2)C=CC=CC=1>CN(C)C=O.CN(C1C=CC=CN=1)C>[CH3:16][C:15]([CH3:17])([CH3:5])[CH2:2][CH:1]([OH:3])[C:28]([OH:31])=[O:29]. Reported procedure: A solution of (±)-4,4-dimethyl-2-hydroxypentanoic acid (f) (40.0 g, 0.274 mol) is prepared in acetyl chloride (70.0 mL, 0.984 mol) and stirred at room temperature for 2 hours. The solution is concentrated (40° C., 20 mm Hg), the residue dissolved in dichloromethane (300 mL), and treated sequentially with oxalyl chloride (30.0 mL, 0.344 mol) and dimethylformamide (0.2 mL, 3 mmol). After stirring overnight at room temperature, the solution is concentrated (40° C., 20 mm Hg), stirred in dichloromet... The reactants are Cl (HCl), NC1(CCC1)C1=CC=C(C=C1)C1=C(OC2=CC=C(C=C2C1=O)F)C1=CC=CC=C1 (3-[4-(1-amino-cyclobutyl)-phenyl]-6-fluoro-2-phenyl-chromen-4-one), C(C)(C)(C)OC(NC1(CCC1)C1=CC=C(C=C1)C=1C(C2=CC=C3C(=C2OC1C1=CC=CC=C1)N(N=C3)CC)=O)=O ({1-[4-(1-ethyl-6-oxo-8-phenyl-1,6-dihydro-9-oxa-1,2-diaza-cyclopenta[a]naphthalen-7-yl)-phenyl]-cyclobutyl}-carbamic acid tert-butyl ester), C(=O)(C(F)(F)F)O (TFA). Solvent: CO (MeOH), O (water). Product: Cl.NC1(CCC1)C1=CC=C(C=C1)C=1C(C2=CC=C3C(=C2OC1C1=CC=CC=C1)N(N=C3)CC)=O (7-[4-(1-Amino-cyclobutyl)-phenyl]-1-ethyl-8-phenyl-1H-9-oxa-1,2-diaza-cyclopenta[a]naphthalen-6-one hydrochloride). Yield: 85.0%. RXN SMILES: NC1(C2C=CC(C3C(=O)C4C(=CC=C(F)C=4)OC=3C3C=CC=CC=3)=CC=2)CCC1.C(OC(=O)[NH:36][C:37]1([C:41]2[CH:46]=[CH:45][C:44]([C:47]3[C:48](=[O:68])[C:49]4[C:54]([O:55][C:56]=3[C:57]3[CH:62]=[CH:61][CH:60]=[CH:59][CH:58]=3)=[C:53]3[N:63]([CH2:66][CH3:67])[N:64]=[CH:65][C:52]3=[CH:51][CH:50]=4)=[CH:43][CH:42]=2)[CH2:40][CH2:39][CH2:38]1)(C)(C)C.C(O)(C(F)(F)F)=O.[ClH:77]>CO.O>[ClH:77].[NH2:36][C:37]1([C:41]2[CH:42]=[CH:43][C:44]([C:47]3[C:48](=[O:68])[C:49]4[C:54]([O:55][C:56]=3[C:57]3[CH:62]=[CH:61][CH:60]=[CH:59][CH:58]=3)=[C:53]3[N:63]([CH2:66][CH3:67])[N:64]=[CH:65][C:52]3=[CH:51][CH:50]=4)=[CH:45][CH:46]=2)[CH2:40][CH2:39][CH2:38]1 |f:6.7|. Reported procedure: Following the procedure used to prepare 3-[4-(1-amino-cyclobutyl)-phenyl]-6-fluoro-2-phenyl-chromen-4-one, {1-[4-(1-ethyl-6-oxo-8-phenyl-1,6-dihydro-9-oxa-1,2-diaza-cyclopenta[a]naphthalen-7-yl)-phenyl]-cyclobutyl}-carbamic acid tert-butyl ester was treated with TFA. The resultant free base was dissolved in a mixture of MeOH (1.5 mL), water (3.5 mL) and 1 M HCl (0.2 mL) and chromatographed on a 5 g C18 cartridge {gradient 30 to 70% MeOH in water+1 M HCl (60 μL in each 10 mL of eluent)} to give t... Reactants: CNCC(O)CN(C)C(=O)OC(C)(C)C, CCCSC1NC(=O)C(=Cc2ccc3c(cnn3Cc3ccc(Cl)cc3C(F)(F)F)c2)S1. Yields the product CN(CC(O)CN(C)C1=NC(=O)C(=Cc2ccc3c(cnn3Cc3ccc(Cl)cc3C(F)(F)F)c2)S1)C(=O)OC(C)(C)C. RXN SMILES: [C:33]([CH3:34])([CH3:35])([CH3:36])[O:37][C:38]([N:39]([CH3:40])[CH2:41][CH:42]([CH2:43][NH:44][CH3:45])[OH:46])=[O:47].[Cl:1][c:2]1[cH:3][c:4]([C:29]([F:30])([F:31])[F:32])[c:5]([CH2:6][n:7]2[n:8][cH:9][c:10]3[cH:11][c:12]([CH:16]=[C:17]4[C:18](=[O:26])[NH:19][CH:20]([S:22][CH2:23][CH2:24][CH3:25])[S:21]4)[cH:13][cH:14][c:15]23)[cH:27][cH:28]1>>[Cl:1][c:2]1[cH:3][c:4]([C:29]([F:30])([F:31])[F:32])[c:5]([CH2:6][n:7]2[n:8][cH:9][c:10]3[cH:11][c:12]([CH:16]=[C:17]4[C:18](=[O:26])[N:19]=[C:20]([N:44]([CH2:43][CH:42]([CH2:41][N:39]([C:38]([O:37][C:33]([CH3:34])([CH3:35])[CH3:36])=[O:47])[CH3:40])[OH:46])[CH3:45])[S:21]4)[cH:13][cH:14][c:15]23)[cH:27][cH:28]1.